From a dataset of the Open Reaction Database (ORD), a public repository of structured organic reaction records. describe an organic reaction: reactants, conditions, products, and yield Reactants: CC(C)=CCC(CC)=NO (2-methyl-5-hydroxyimino-2-heptene), CO (methanol), C[O-].[Na+] (sodium methylate), O1CCCC1 (tetrahydrofuran), C(C=C)Br (allyl bromide). Reaction conditions: temperature 0 celsius. Product: CC(C)=CCC(CC)=NOCC=C (2-methyl-5-allyloxyimino-2-heptene). As a reaction SMILES: [CH3:1][C:2](=[CH:4][CH2:5][C:6](=[N:9][OH:10])[CH2:7][CH3:8])[CH3:3].CO.C[O-].[Na+].O1C[CH2:19][CH2:18][CH2:17]1.C(Br)C=C>>[CH3:1][C:2](=[CH:4][CH2:5][C:6](=[N:9][O:10][CH2:19][CH:18]=[CH2:17])[CH2:7][CH3:8])[CH3:3] |f:2.3|. Procedure details: A reactor was charged with 1 mole of 2-methyl-5-hydroxyimino-2-heptene, 8 moles of methanol containing 1.2 moles of sodium methylate, and 10 moles of tetrahydrofuran (THF). The mixture was cooled to 0° C., and with stirring, 1.3 moles of allyl bromide was added dropwise over 5 minutes. The mixture was stirred at room temperature for one day. The reaction mixture was concentrated, and 40 parts of methylene chloride was added. The mixture was washed with water, and the solvent was evaporated. The ... The reactants are CCn1c(=O)c(-c2cc(NC(=O)Nc3ccc(F)c(CN4CCCC4)c3)c(F)cc2Cl)cc2cnc(N(C)Cc3ccc(OC)cc3)cc21, O=C(O)C(F)(F)F. Yields the product CCn1c(=O)c(-c2cc(NC(=O)Nc3ccc(F)c(CN4CCCC4)c3)c(F)cc2Cl)cc2cnc(NC)cc21. Reaction SMILES: [Cl:1][c:2]1[cH:3][c:4]([F:49])[c:5]([NH:32][C:33](=[O:34])[NH:35][c:36]2[cH:37][c:38]([CH2:43][N:44]3[CH2:45][CH2:46][CH2:47][CH2:48]3)[c:39]([F:42])[cH:40][cH:41]2)[cH:6][c:7]1-[c:8]1[c:9](=[O:31])[n:10]([CH2:29][CH3:30])[c:11]2[cH:12][c:13]([N:18]([CH3:19])[CH2:20][c:21]3[cH:22][cH:23][c:24]([O:25][CH3:26])[cH:27][cH:28]3)[n:14][cH:15][c:16]2[cH:17]1.[F:50][C:51]([F:52])([F:53])[C:54]([OH:55])=[O:56]>>[Cl:1][c:2]1[cH:3][c:4]([F:49])[c:5]([NH:32][C:33](=[O:34])[NH:35][c:36]2[cH:37][c:38]([CH2:43][N:44]3[CH2:45][CH2:46][CH2:47][CH2:48]3)[c:39]([F:42])[cH:40][cH:41]2)[cH:6][c:7]1-[c:8]1[c:9](=[O:31])[n:10]([CH2:29][CH3:30])[c:11]2[cH:12][c:13]([NH:18][CH3:19])[n:14][cH:15][c:16]2[cH:17]1. Starting materials: O=C([O-])[O-], CCI, CN(C)C=O, O=Cc1cc(O)ccc1O, [K+], [K+], O. Product: CCOc1ccc(O)cc1C=O. RXN SMILES: [C:14](=[O:15])([O-:16])[O-:17].[CH2:11]([CH3:12])[I:13].[CH3:20][N:21]([CH3:22])[CH:23]=[O:24].[CH:1](=[O:2])[c:3]1[cH:4][c:5]([OH:6])[cH:7][cH:8][c:9]1[OH:10].[K+:18].[K+:19].[OH2:25]>>[CH:1](=[O:2])[c:3]1[cH:4][c:5]([OH:6])[cH:7][cH:8][c:9]1[O:10][CH2:11][CH3:12]. Starting materials: [Na+].[Na+].[Na+].[Na+].[N+](=O)([O-])C=1C=C(C=C(C1)C(=O)NC=1C=C2C=C(C=C(C2=CC1)S(=O)(=O)[O-])S(=O)(=O)[O-])C(=O)NC=1C=C2C=C(C=C(C2=CC1)S(=O)(=O)[O-])S(=O)(=O)[O-] (6,6'-[5-nitro-1,3-phenylenebis(carbonylimino)]bis[1,3-naphthalenedisulfonic acid] tetrasodium salt), O.O.O.O.O.O.O.O.O.[S-2].[Na+].[Na+] (sodium sulfide nonahydrate), C(C)(=O)O (acetic acid). The solvent is O (water). Yields the product [Na+].[Na+].[Na+].[Na+].NC=1C=C(C=C(C1)C(=O)NC=1C=C2C=C(C=C(C2=CC1)S(=O)(=O)[O-])S(=O)(=O)[O-])C(=O)NC=1C=C2C=C(C=C(C2=CC1)S(=O)(=O)[O-])S(=O)(=O)[O-] (6,6'-[5-Amino-1,3-phenylenebis(carbonylimino)]bis[1,3-naphthalenedisulfonic acid] tetrasodium salt). As a reaction SMILES: [Na+:1].[Na+].[Na+].[Na+].[N+:5]([C:8]1[CH:9]=[C:10]([C:35]([NH:37][C:38]2[CH:39]=[C:40]3[C:45](=[CH:46][CH:47]=2)[C:44]([S:48]([O-:51])(=[O:50])=[O:49])=[CH:43][C:42]([S:52]([O-:55])(=[O:54])=[O:53])=[CH:41]3)=[O:36])[CH:11]=[C:12]([C:14]([NH:16][C:17]2[CH:18]=[C:19]3[C:24](=[CH:25][CH:26]=2)[C:23]([S:27]([O-:30])(=[O:29])=[O:28])=[CH:22][C:21]([S:31]([O-:34])(=[O:33])=[O:32])=[CH:20]3)=[O:15])[CH:13]=1)([O-])=O.O.O.O.O.O.O.O.O.O.[S-2].[Na+].[Na+].C(O)(=O)C>O>[Na+:1].[Na+:1].[Na+:1].[Na+:1].[NH2:5][C:8]1[CH:9]=[C:10]([C:35]([NH:37][C:38]2[CH:39]=[C:40]3[C:45](=[CH:46][CH:47]=2)[C:44]([S:48]([O-:51])(=[O:49])=[O:50])=[CH:43][C:42]([S:52]([O-:55])(=[O:54])=[O:53])=[CH:41]3)=[O:36])[CH:11]=[C:12]([C:14]([NH:16][C:17]2[CH:18]=[C:19]3[C:24](=[CH:25][CH:26]=2)[C:23]([S:27]([O-:30])(=[O:29])=[O:28])=[CH:22][C:21]([S:31]([O-:34])(=[O:33])=[O:32])=[CH:20]3)=[O:15])[CH:13]=1 |f:0.1.2.3.4,5.6.7.8.9.10.11.12.13.14.15.16,19.20.21.22.23|. Procedure: To a solution of 13.49 g of 6,6'-[5-nitro-1,3-phenylenebis(carbonylimino)]bis[1,3-naphthalenedisulfonic acid] tetrasodium salt in 200 ml of water at 65° C. is added 6.42 g of sodium sulfide nonahydrate. After heating on the steam bath at 70° to 75° C. the solution is cooled, acidified with acetic acid and filtered. The filtrate is adjusted to pH 6 with 5N sodium hydroxide solution and concentrated to small volume. The solution is diluted with absolute ethanol and filtered to give the title compo... The reactants are CCOC(C)=O, CN(C)C=O, O=C1CCc2ccc(NC(=O)C(F)(F)F)cc21. Yields the product O=C(Nc1ccc2c(c1)C(O)CC2)C(F)(F)F. RXN SMILES: [CH3:18][CH2:19][O:20][C:21](=[O:22])[CH3:23].[CH3:24][N:25]([CH3:26])[CH:27]=[O:28].[F:1][C:2]([C:3](=[O:4])[NH:5][c:6]1[cH:7][cH:8][c:9]2[c:13]([cH:14]1)[C:12](=[O:15])[CH2:11][CH2:10]2)([F:16])[F:17]>>[F:1][C:2]([C:3](=[O:4])[NH:5][c:6]1[cH:7][cH:8][c:9]2[c:13]([cH:14]1)[CH:12]([OH:15])[CH2:11][CH2:10]2)([F:16])[F:17]. Reactants: sulfide, FC(C(=O)OC=1C(=C(C=CC1)I)OC(C(F)(F)F)=O)(F)F (Bis(trifluoroacetoxy)iodobenzene), S(=S)(=O)([O-])[O-].[Na+].[Na+] (sodium thiosulfate), C1(CCCC1)N1C(C=C(C2=C1N=C(N=C2)SC)C)=O (8-cyclopentyl-5-methyl-2-methylsulfanyl-8H-pyrido[2,3-d]pyrimidin-7-one), II (iodine). Run in ClCCl (dichloromethane). Run at time 27 minute. Product: C1(CCCC1)N1C(C(=C(C2=C1N=C(N=C2)SC)C)I)=O (8-cyclopentyl-6-iodo-5-methyl-2-methylsulfanyl-8H-pyrido[2,3-d]pyrimidin-7-one). Isolated yield 58.0%. As a reaction SMILES: [CH:1]1([N:6]2[C:11]3[N:12]=[C:13]([S:16][CH3:17])[N:14]=[CH:15][C:10]=3[C:9]([CH3:18])=[CH:8][C:7]2=[O:19])[CH2:5][CH2:4][CH2:3][CH2:2]1.II.FC(F)(F)C(OC1C(OC(=O)C(F)(F)F)=C([I:33])C=CC=1)=O.S([O-])([O-])(=O)=S.[Na+].[Na+]>ClCCl>[CH:1]1([N:6]2[C:11]3[N:12]=[C:13]([S:16][CH3:17])[N:14]=[CH:15][C:10]=3[C:9]([CH3:18])=[C:8]([I:33])[C:7]2=[O:19])[CH2:2][CH2:3][CH2:4][CH2:5]1 |f:3.4.5|. Procedure: The sulfide, 8-cyclopentyl-5-methyl-2-methylsulfanyl-8H-pyrido[2,3-d]pyrimidin-7-one (7.03 g, 25.51 mmol) and iodine (7.12 g, 28.06 mmol) were combined in dry dichloromethane (120 mL). The mixture was shielded from light and stirred at room temperature for 27 minutes. Bis(trifluoroacetoxy)iodobenzene (13.16 g, 30.61 mmol) was added in one portion and the reaction mixture was heated to 37° C. for 2 h, then cooled to room temperature for 2 h. 50% Aqueous (w/v) sodium thiosulfate (114 mL) was added... As a reaction SMILES: [Cl:1][C:2]1[CH:3]=[CH:4][C:5]([NH:14]S(C2C=CC=CC=2)(=O)=O)=[C:6]([CH:13]=1)/[CH:7]=[CH:8]/[C:9]([O:11][CH3:12])=[O:10].[F:24][C:25]([F:38])([F:37])[O:26][C:27]1[CH:36]=[CH:35][C:30]([C:31](=[O:34])[CH2:32]Br)=[CH:29][CH:28]=1>>[CH3:12][O:11][C:9](=[O:10])[CH2:8][C:7]1[C:6]2[C:5](=[CH:4][CH:3]=[C:2]([Cl:1])[CH:13]=2)[NH:14][C:32]=1[C:31](=[O:34])[C:30]1[CH:35]=[CH:36][C:27]([O:26][C:25]([F:24])([F:37])[F:38])=[CH:28][CH:29]=1. Yields the product COC(CC1=C(NC2=CC=C(C=C12)Cl)C(C1=CC=C(C=C1)OC(F)(F)F)=O)=O (Methyl[5-chloro-2-(4-trifluoromethoxybenzoyl)-1H-indol-3-yl]acetate). Reactants: ClC=1C=CC(=C(/C=C/C(=O)OC)C1)NS(=O)(=O)C1=CC=CC=C1 (methyl trans 5-chloro-2-(phenylsulfonylamino)cinnamate), FC(OC1=CC=C(C(CBr)=O)C=C1)(F)F (4-(trifluoromethoxy)phenacyl bromide). Reported procedure: The title compound was prepared according to the procedure described in Example 8 (Method B) from methyl trans 5-chloro-2-(phenylsulfonylamino)cinnamate (Example 36, step 3) and 4-(trifluoromethoxy)phenacyl bromide (Preparation is described in Example 189).